This data is from the Open Reaction Database (ORD), a public repository of structured organic reaction records. The task is: describe an organic reaction: reactants, conditions, products, and yield Reactants: [BH3-]C#N, CO, [Cl-], CCCc1c(O)cc2oc3cc(Cl)cn3c(=O)c2c1O, C[N+](C)=CCl, ClCCl, [Na+]. Product: CCCc1c(O)cc2oc3cc(Cl)c(CN(C)C)n3c(=O)c2c1O. RXN SMILES: [C:27]([BH3-:28])#[N:29].[CH3:34][OH:35].[Cl-:21].[Cl:1][c:2]1[cH:3][c:4]2[o:5][c:6]3[c:7]([c:8](=[O:11])[n:9]2[cH:10]1)[c:12]([OH:20])[c:13]([CH2:17][CH2:18][CH3:19])[c:14]([OH:16])[cH:15]3.[Cl:22][CH:23]=[N+:24]([CH3:25])[CH3:26].[Cl:31][CH2:32][Cl:33].[Na+:30]>>[Cl:1][c:2]1[cH:3][c:4]2[o:5][c:6]3[c:7]([c:8](=[O:11])[n:9]2[c:10]1[CH2:23][N:24]([CH3:25])[CH3:26])[c:12]([OH:20])[c:13]([CH2:17][CH2:18][CH3:19])[c:14]([OH:16])[cH:15]3. Reactants: ClC=1C=C(C=C(C1Cl)Cl)B(O)O (3,4,5-trichlorophenylboronic acid), BrC(=C)C(F)(F)F (2-bromo-3,3,3-trifluoro-prop-1-ene), C(=O)([O-])[O-].[Cs+].[Cs+] (Cs2CO3). Reagents/catalysts: Cl[Pd]([P](C1=CC=CC=C1)(C2=CC=CC=C2)C3=CC=CC=C3)([P](C4=CC=CC=C4)(C5=CC=CC=C5)C6=CC=CC=C6)Cl (Pd(PPh3)2Cl2). Run in C1CCOC1 (THF). Run at temperature 70 celsius. The product is ClC1=C(C(=CC(=C1)C(=C)C(F)(F)F)Cl)Cl (1,2,3-trichloro-5-(3,3,3-trifluoroprop-1-en-2-yl)benzene). The yield is 78.0%. As a reaction SMILES: [Cl:1][C:2]1[CH:3]=[C:4](B(O)O)[CH:5]=[C:6]([Cl:9])[C:7]=1[Cl:8].Br[C:14]([C:16]([F:19])([F:18])[F:17])=[CH2:15].C([O-])([O-])=O.[Cs+].[Cs+]>C1COCC1.Cl[Pd](Cl)([P](C1C=CC=CC=1)(C1C=CC=CC=1)C1C=CC=CC=1)[P](C1C=CC=CC=1)(C1C=CC=CC=1)C1C=CC=CC=1>[Cl:1][C:2]1[CH:3]=[C:4]([C:14]([C:16]([F:19])([F:18])[F:17])=[CH2:15])[CH:5]=[C:6]([Cl:9])[C:7]=1[Cl:8] |f:2.3.4,^1:33,52|. Procedure details: A mixture of 3,4,5-trichlorophenylboronic acid (4.5 g, 20 mmol), 2-bromo-3,3,3-trifluoro-prop-1-ene (4.9 g, 28 mmol), Cs2CO3 (20 mL, 2 M, 40 mmol) and Pd(PPh3)2Cl2 (421 mg) in THF (30 mL) was heated at 70° C. in a sealed tube for 4 h. The mixture was cooled to rt and partitioned between ether and H2O. The aqueous layer was extracted with EA and the combined organic layers were dried over Na2SO4. The solvent was removed under reduced pressure and the crude product was purified by column chromatog...